From a dataset of the Open Reaction Database (ORD), a public repository of structured organic reaction records. describe an organic reaction: reactants, conditions, products, and yield RXN SMILES: [N+:1]([C:4]1[CH:5]=[C:6]([NH:13][C:14](=[O:26])[C:15]2[CH:20]=[CH:19][C:18]([N:21]3[CH2:25][CH2:24][CH2:23][CH2:22]3)=[CH:17][CH:16]=2)[CH:7]=[CH:8][C:9]=1[N+:10]([O-])=O)([O-])=O.[N:27]1[CH:32]=[CH:31][CH:30]=[C:29]([NH:33][C:34]([C:36]2[CH:43]=[CH:42][C:39]([CH:40]=O)=[CH:38][CH:37]=2)=[O:35])[CH:28]=1>>[N:27]1[CH:32]=[CH:31][CH:30]=[C:29]([NH:33][C:34](=[O:35])[C:36]2[CH:37]=[CH:38][C:39]([C:40]3[NH:10][C:9]4[CH:8]=[CH:7][C:6]([NH:13][C:14](=[O:26])[C:15]5[CH:20]=[CH:19][C:18]([N:21]6[CH2:25][CH2:24][CH2:23][CH2:22]6)=[CH:17][CH:16]=5)=[CH:5][C:4]=4[N:1]=3)=[CH:42][CH:43]=2)[CH:28]=1. Product: N1=CC(=CC=C1)NC(C1=CC=C(C=C1)C1=NC2=C(N1)C=CC(=C2)NC(C2=CC=C(C=C2)N2CCCC2)=O)=O (N-(pyridin-3-yl)-4-(5-(4-(pyrrolidin-1-yl)benzamido)-1H-benzo[d]imidazol-2-yl)benzamide). Procedure: Compound 241 was prepared according to the procedure similar to that described in Scheme III from N-(3,4-dinitrophenyl)-4-pyrrolidinylbenzamide and 4-(3-pyridinylaminocarbonyl)benzaldehyde. [M+H]+ calcd for C30H26N6O2: 503.22; found: 502.97. Starting materials: [N+](=O)([O-])C=1C=C(C=CC1[N+](=O)[O-])NC(C1=CC=C(C=C1)N1CCCC1)=O (N-(3,4-dinitrophenyl)-4-pyrrolidinylbenzamide), N1=CC(=CC=C1)NC(=O)C1=CC=C(C=O)C=C1 (4-(3-pyridinylaminocarbonyl)benzaldehyde). Starting materials: [H-].[Na+] (sodium hydride), [Cl-].[NH4+] (ammonium chloride), ClC1=C(C(=NC=N1)N1C(CCCCC1)CC)F (1-(6-chloro-5-fluoropyrimidin-4-yl)-2-ethyl-hexahydro-1H-azepine), C(C#CC)O (2-butyn-1-ol). Solvent: O1CCCC1 (tetrahydrofuran), O1CCCC1 (tetrahydrofuran), O1CCCC1 (tetrahydrofuran). Run at time 10 minute. The product is C(C#CC)OC1=C(C(=NC=N1)N1C(CCCCC1)CC)F (1-(6-(2-butynyloxy)-5-fluoropyrimidin-4-yl)-2-ethyl-hexahydro-1H-azepine). Yield: 91.4%. RXN SMILES: [H-].[Na+].[CH2:3]([OH:7])[C:4]#[C:5][CH3:6].Cl[C:9]1[N:14]=[CH:13][N:12]=[C:11]([N:15]2[CH2:21][CH2:20][CH2:19][CH2:18][CH2:17][CH:16]2[CH2:22][CH3:23])[C:10]=1[F:24].[Cl-].[NH4+]>O1CCCC1>[CH2:3]([O:7][C:9]1[N:14]=[CH:13][N:12]=[C:11]([N:15]2[CH2:21][CH2:20][CH2:19][CH2:18][CH2:17][CH:16]2[CH2:22][CH3:23])[C:10]=1[F:24])[C:4]#[C:5][CH3:6] |f:0.1,4.5|. Reported procedure: 0.07 g of sodium hydride (60% oil suspension) was suspended in 2 ml of tetrahydrofuran. 0.3 ml of tetrahydrofuran solution of 0.11 g of 2-butyn-1-ol was added dropwise at room temperature therein, and the mixture was stirred for 10 minutes. Into the mixture was added dropwise 0.3 ml of tetrahydrofuran solution of 0.30 g of 1-(6-chloro-5-fluoropyrimidin-4-yl)-2-ethyl-hexahydro-1H-azepine at room temperature, and stirred for 9 hours at 60%. After the reaction mixture was cooled to near room temper... Reactants: N(C)C (Me2NH), ClC=1C2=C(N=CN1)N(C(=C2)C(=O)[O-])C.[Li+] (Lithium 4-chloro-7-methyl-7H-pyrrolo[2,3-d]pyrimidine-6-carboxylate), C(C(=O)Cl)(=O)Cl (oxalyl chloride), CN(C)C=O (DMF). Solvent: C1CCOC1 (THF), C(Cl)Cl (DCM). Run at time 4 hour. Yields the product ClC=1C2=C(N=CN1)N(C(=C2)C(=O)N(C)C)C (4-Chloro-N,N,7-trimethyl-7H-pyrrolo[2,3-d]pyrimidine-6-carboxamide). Isolated yield 58.0%. RXN SMILES: [Cl:1][C:2]1[C:3]2[CH:10]=[C:9]([C:11]([O-:13])=O)[N:8]([CH3:14])[C:4]=2[N:5]=[CH:6][N:7]=1.[Li+].C(Cl)(=O)C(Cl)=O.[CH3:22][N:23](C=O)[CH3:24].N(C)C>C(Cl)Cl.C1COCC1>[Cl:1][C:2]1[C:3]2[CH:10]=[C:9]([C:11]([N:23]([CH3:24])[CH3:22])=[O:13])[N:8]([CH3:14])[C:4]=2[N:5]=[CH:6][N:7]=1 |f:0.1|. Procedure: A reaction mixture containing carboxylate 275 (78 mg, 0.36 mmo), oxalyl chloride (63 uL, 0.72 mmol), and a drop of DMF in DCM was stirred for 2 h. Solvents were removed under reduced pressure and the residue was re-dissolved in DCM (4 mL). To this solution Me2NH (360 μL, 0.72 mmol, 2M in THF) in THF was added and the mixture was stirred at room temperature for 4 h. The solvent was removed under reduced pressure and the residue was purified by flash column chromatography (eluent EtOAc) to afford ...